From a dataset of the Open Reaction Database (ORD), a public repository of structured organic reaction records. describe an organic reaction: reactants, conditions, products, and yield Yields the product O1CCC(C2=C1C=CC=C2)CCN2CCC(CC2)NC(=O)C=2OC1=C(C2)C=CC=C1 (N-[1-[2-(3,4-dihydro-2H-1-benzopyran-4-yl)ethyl]-4-piperidinyl]-2-benzofurancarboxamide). Reaction SMILES: [O:1]1[C:6]2[CH:7]=[CH:8][CH:9]=[CH:10][C:5]=2[CH:4]([CH2:11][CH:12]=O)[CH2:3][CH2:2]1.Cl.[O:15]1[C:19]2[CH:20]=[CH:21][CH:22]=[CH:23][C:18]=2[CH:17]=[C:16]1[C:24]([NH:26][CH:27]1[CH2:32][CH2:31][NH:30][CH2:29][CH2:28]1)=[O:25]>>[O:1]1[C:6]2[CH:7]=[CH:8][CH:9]=[CH:10][C:5]=2[CH:4]([CH2:11][CH2:12][N:30]2[CH2:29][CH2:28][CH:27]([NH:26][C:24]([C:16]3[O:15][C:19]4[CH:20]=[CH:21][CH:22]=[CH:23][C:18]=4[CH:17]=3)=[O:25])[CH2:32][CH2:31]2)[CH2:3][CH2:2]1 |f:1.2|. Procedure details: To a stirred solution of 2-(3,4-dihydro-2H-1-benzopyran-4-yl)ethanal (875 mg, 5 mmol) and 4-(2-benzofurancarboxamido)piperidine hydrochloride (1.4 g, 5 mmol)under a nitrogen atmosphere, borane/pyridine complex (0.5 ml, excess) was added. The reaction was stirred overnight (ca 15 h) and evaporated to an oily gum which was neutralized by careful addition of 10% hydrochloric acid. The acidic solution was extracted with diethyl ether. The diethyl ether extracts were discarded. The acidic aqueous lay... Yield: 25.7%. Conditions: time 8 hour. The reactants are O1CCC(C2=C1C=CC=C2)CC=O (2-(3,4-dihydro-2H-1-benzopyran-4-yl)ethanal), Cl.O1C(=CC2=C1C=CC=C2)C(=O)NC2CCNCC2 (4-(2-benzofurancarboxamido)piperidine hydrochloride). Starting materials: C1(=CC=CC=C1)C1=NNC2=CC=CC=C12 (3-phenylindazole), Cl.N1(CCCCC1)CCCCl (piperidinopropyl chloride hydrochloride). Yields the product Cl.N1(CCCCC1)C(CC)C1=C2C(=NNC2=CC=C1)C1=CC=CC=C1 (1-piperidinopropyl-3-phenylindazole hydrochloride). The yield is 74.5%. As a reaction SMILES: [C:1]1([C:7]2[C:15]3[C:10](=[CH:11][CH:12]=[CH:13][CH:14]=3)[NH:9][N:8]=2)[CH:6]=[CH:5][CH:4]=[CH:3][CH:2]=1.Cl.[N:17]1([CH2:23][CH2:24][CH2:25][Cl:26])[CH2:22][CH2:21][CH2:20][CH2:19][CH2:18]1>>[ClH:26].[N:17]1([CH:23]([C:14]2[CH:13]=[CH:12][CH:11]=[C:10]3[C:15]=2[C:7]([C:1]2[CH:2]=[CH:3][CH:4]=[CH:5][CH:6]=2)=[N:8][NH:9]3)[CH2:24][CH3:25])[CH2:22][CH2:21][CH2:20][CH2:19][CH2:18]1 |f:1.2,3.4|. Reported procedure: By the procedure similar to that described in Example 1, 3-phenylindazole (3.88 g) and piperidinopropyl chloride hydrochloride (5.94 g) were treated to obtain 5.3 g of 1-piperidinopropyl-3-phenylindazole hydrochloride (m.p. 201°-202° C). The reactants are C1CCOC1, CC(C)(C)[O-], CC(C)(C)[Si](OC1CC(CO)N(C(=O)Nc2ccc(OC(F)(F)F)cc2)C1)(c1ccccc1)c1ccccc1, [K+], O, Cc1ccc(S(=O)(=O)Cl)cc1. Product: CC(C)(C)[Si](OC1CC2CN(c3ccc(OC(F)(F)F)cc3)C(=O)N2C1)(c1ccccc1)c1ccccc1. RXN SMILES: [CH2:58]1[O:59][CH2:60][CH2:61][CH2:62]1.[CH3:1][C:2]([CH3:3])([O-:4])[CH3:5].[F:7][C:8]([O:9][c:10]1[cH:11][cH:12][c:13]([NH:16][C:17](=[O:18])[N:19]2[CH:20]([CH2:42][OH:43])[CH2:21][CH:22]([O:24][Si:25]([c:26]3[cH:27][cH:28][cH:29][cH:30][cH:31]3)([c:32]3[cH:33][cH:34][cH:35][cH:36][cH:37]3)[C:38]([CH3:39])([CH3:40])[CH3:41])[CH2:23]2)[cH:14][cH:15]1)([F:44])[F:45].[K+:6].[OH2:57].[S:46]([Cl:47])([c:48]1[cH:49][cH:50][c:51]([CH3:52])[cH:53][cH:54]1)(=[O:55])=[O:56]>>[F:7][C:8]([O:9][c:10]1[cH:11][cH:12][c:13]([N:16]2[C:17](=[O:18])[N:19]3[CH:20]([CH2:21][CH:22]([O:24][Si:25]([c:26]4[cH:27][cH:28][cH:29][cH:30][cH:31]4)([c:32]4[cH:33][cH:34][cH:35][cH:36][cH:37]4)[C:38]([CH3:39])([CH3:40])[CH3:41])[CH2:23]3)[CH2:42]2)[cH:14][cH:15]1)([F:44])[F:45]. Yields the product CC1(Cc2ccc(C#N)cc2)C(=O)N(c2cc(Cl)cc(Cl)c2)c2ncc(C(=O)NC3(C(=O)NC4(c5cc(NS(C)(=O)=O)ccn5)CC4)CC3)n21. RXN SMILES: [CH3:47][S:48](=[O:49])(=[O:50])[NH2:51].[CH3:52][NH:53][CH2:54][C:55](=[O:56])[OH:57].[Cu:66][I:67].[I:1][c:2]1[cH:3][c:4]([C:8]2([NH:11][C:12](=[O:13])[C:14]3([NH:17][C:18](=[O:19])[c:20]4[cH:21][n:22][c:23]5[n:24]4[C:25]([CH3:37])([CH2:38][c:39]4[cH:40][cH:41][c:42]([C:45]#[N:46])[cH:43][cH:44]4)[C:26](=[O:36])[N:27]5[c:28]4[cH:29][c:30]([Cl:35])[cH:31][c:32]([Cl:34])[cH:33]4)[CH2:15][CH2:16]3)[CH2:9][CH2:10]2)[n:5][cH:6][cH:7]1.[K+:63].[K+:64].[K+:65].[P:58]([O-:59])([O-:60])([O-:61])=[O:62]>>[c:2]1([NH:51][S:48]([CH3:47])(=[O:49])=[O:50])[cH:3][c:4]([C:8]2([NH:11][C:12](=[O:13])[C:14]3([NH:17][C:18](=[O:19])[c:20]4[cH:21][n:22][c:23]5[n:24]4[C:25]([CH3:37])([CH2:38][c:39]4[cH:40][cH:41][c:42]([C:45]#[N:46])[cH:43][cH:44]4)[C:26](=[O:36])[N:27]5[c:28]4[cH:29][c:30]([Cl:35])[cH:31][c:32]([Cl:34])[cH:33]4)[CH2:15][CH2:16]3)[CH2:9][CH2:10]2)[n:5][cH:6][cH:7]1. The reactants are CS(N)(=O)=O, CNCC(=O)O, [Cu]I, CC1(Cc2ccc(C#N)cc2)C(=O)N(c2cc(Cl)cc(Cl)c2)c2ncc(C(=O)NC3(C(=O)NC4(c5cc(I)ccn5)CC4)CC3)n21, [K+], [K+], [K+], O=P([O-])([O-])[O-]. Starting materials: BrCC(=O)OCC1=CC=CC=C1 (benzyl 2-bromoacetate), C1(=CC=CC=C1)N1C(CC=C(CC1)CCO[Si](C1=CC=CC=C1)(C1=CC=CC=C1)C(C)(C)C)=O (1-Phenyl-2-oxo-5-[2-(t-butyldiphenylsilylhydroxy)ethyl]-2,3,6,7-tetrahydro-1H-azepine), solution, C[Si](C)(C)[N-][Si](C)(C)C.[Li+] (lithium bis (trimethylsilyl)amide). The solvent is O1CCCC1 (tetrahydrofuran), O1CCCC1 (tetrahydrofuran). Reaction conditions: temperature -78 celsius, time 20 minute. The product is C1(=CC=CC=C1)N1C(C(C=C(CC1)CCO[Si](C1=CC=CC=C1)(C1=CC=CC=C1)C(C)(C)C)CC(=O)OCC1=CC=CC=C1)=O (1-Phenyl-2-oxo-3-(carbobenzyloxy)methyl-5-[2-(t-butyldiphenylsilylhydroxy)ethyl]-2,3,6,7-tetrahydro-1H-azepine). The yield is 45.5%. RXN SMILES: [C:1]1([N:7]2[CH2:13][CH2:12][C:11]([CH2:14][CH2:15][O:16][Si:17]([C:30]([CH3:33])([CH3:32])[CH3:31])([C:24]3[CH:29]=[CH:28][CH:27]=[CH:26][CH:25]=3)[C:18]3[CH:23]=[CH:22][CH:21]=[CH:20][CH:19]=3)=[CH:10][CH2:9][C:8]2=[O:34])[CH:6]=[CH:5][CH:4]=[CH:3][CH:2]=1.C[Si]([N-][Si](C)(C)C)(C)C.[Li+].Br[CH2:46][C:47]([O:49][CH2:50][C:51]1[CH:56]=[CH:55][CH:54]=[CH:53][CH:52]=1)=[O:48]>O1CCCC1>[C:1]1([N:7]2[CH2:13][CH2:12][C:11]([CH2:14][CH2:15][O:16][Si:17]([C:30]([CH3:31])([CH3:33])[CH3:32])([C:18]3[CH:19]=[CH:20][CH:21]=[CH:22][CH:23]=3)[C:24]3[CH:29]=[CH:28][CH:27]=[CH:26][CH:25]=3)=[CH:10][CH:9]([CH2:46][C:47]([O:49][CH2:50][C:51]3[CH:56]=[CH:55][CH:54]=[CH:53][CH:52]=3)=[O:48])[C:8]2=[O:34])[CH:2]=[CH:3][CH:4]=[CH:5][CH:6]=1 |f:1.2|. Reported procedure: Compound (9) (650 mg, 1.38 mmol) was dissolved in tetrahydrofuran (5 mL) and cooled to -78° C. The resulting reaction mixture was treated with 1.8 mL of a 1M solution of lithium bis (trimethylsilyl)amide in tetrahydrofuran and stirred for 20 min. At this time, benzyl 2-bromoacetate (437 μL, 2.76 mmol) was added, the reaction continued at -78° C. for 10 rain and then warmed to room temperature (removed dry ice/isopropanol bath). After the reaction mixture reached room temperature, 10% NH4Cl (aque... Starting materials: C(#N)C(C=1SC=CC1)NC(=O)C1=C(N=C(S1)NCC)C (2-ethylamino-4-methyl-thiazole-5-carboxylic acid (cyano-thiophen-2-yl-methyl)-amide), S (hydrogen sulfide). Solvent: N1=CC=CC=C1 (pyridine). Run at temperature 60 celsius, time 6 hour. Product: C(N)(=S)C(C=1SC=CC1)NC(=O)C1=C(N=C(S1)NCC)C (2-ethylamino-4-methyl-thiazole-5-carboxylic acid (thiocarbamoyl-thiophen-2-yl-methyl)-amide). Isolated yield 91.0%. As a reaction SMILES: [C:1]([CH:3]([NH:9][C:10]([C:12]1[S:16][C:15]([NH:17][CH2:18][CH3:19])=[N:14][C:13]=1[CH3:20])=[O:11])[C:4]1[S:5][CH:6]=[CH:7][CH:8]=1)#[N:2].[SH2:21]>N1C=CC=CC=1>[C:1]([CH:3]([NH:9][C:10]([C:12]1[S:16][C:15]([NH:17][CH2:18][CH3:19])=[N:14][C:13]=1[CH3:20])=[O:11])[C:4]1[S:5][CH:6]=[CH:7][CH:8]=1)(=[S:21])[NH2:2]. Procedure details: 0.85g of 2-ethylamino-4-methyl-thiazole-5-carboxylic acid (cyano-thiophen-2-yl-methyl)-amide (5) was dissolved in 2ml of pyridine and the reaction solution was stirred for 6 hours at 60° C. while introducing hydrogen sulfide gas. After removing the pyridine, the residue was recrystallized from ethylacetate to obtain 0.86g (Yield 91%) of the title compound.